Dataset: the Open Reaction Database (ORD), a public repository of structured organic reaction records. Task: describe an organic reaction: reactants, conditions, products, and yield Reactants: C1(CC1)C(=O)N1C[C@@H](CC1)CC(=O)NN (2-[(3S)-1-(cyclopropylcarbonyl)-3-pyrrolidinyl]acetohydrazide), BrC1=CC(=C(N)C(=C1)F)Cl (4-bromo-2-chloro-6-fluoroaniline), ClC(Cl)(OC(OC(Cl)(Cl)Cl)=O)Cl (triphosgene), CCN(C(C)C)C(C)C (Hunig's base). Run in ClCCl (dichloromethane), ClCCl (dichloromethane), ClCCl (dichloromethane). Reaction conditions: temperature -78 celsius, time 5 hour. The product is BrC1=CC(=C(C(=C1)F)NC(=O)NNC(C[C@H]1CN(CC1)C(=O)C1CC1)=O)Cl (N-(4-bromo-2-chloro-6-fluorophenyl)-2-{[(3S)-1-(cyclopropylcarbonyl)-3-pyrrolidinyl]acetyl}hydrazinecarboxamide). Reaction SMILES: Cl[C:2](Cl)([O:4]C(=O)OC(Cl)(Cl)Cl)Cl.[Br:13][C:14]1[CH:20]=[C:19]([F:21])[C:17]([NH2:18])=[C:16]([Cl:22])[CH:15]=1.CCN(C(C)C)C(C)C.[CH:32]1([C:35]([N:37]2[CH2:41][CH2:40][C@@H:39]([CH2:42][C:43]([NH:45][NH2:46])=[O:44])[CH2:38]2)=[O:36])[CH2:34][CH2:33]1>ClCCl>[Br:13][C:14]1[CH:20]=[C:19]([F:21])[C:17]([NH:18][C:2]([NH:46][NH:45][C:43](=[O:44])[CH2:42][C@@H:39]2[CH2:40][CH2:41][N:37]([C:35]([CH:32]3[CH2:34][CH2:33]3)=[O:36])[CH2:38]2)=[O:4])=[C:16]([Cl:22])[CH:15]=1. Reported procedure: To a round bottom flask was added triphosgene (2.63 mmol) and dichloromethane (20 mL) under nitrogen, and the solution was cooled to −78° C. In a separate vial, 4-bromo-2-chloro-6-fluoroaniline (6.46 mmol) was dissolved in dichloromethane (20 mL) and Hunig's base (17.2 mmol) was added. This solution was slowly added to the cooled solution and then the reaction was allowed to warm to room temperature. After 5 h, analysis by LCMS indicated desired intermediate formation. The reaction was cooled ag... Reactants: resultant mixture, C(C1=CC=CC=C1)N[C@H]1[C@H](CCCC1)NC(=O)OC(C)(C)C ((±)-cis-N1-Benzyl-N2-tert-butoxycarbonyl-1,2-cyclohexanediamine), C=O (formaldehyde), C(#N)[BH3-].[Na+] (Sodium cyanoborohydride), C(O)([O-])=O.[Na+] (sodium hydrogencarbonate). The solvent is CO (methanol). Run at time 10 minute. Product: C(C1=CC=CC=C1)N([C@H]1[C@H](CCCC1)NC(=O)OC(C)(C)C)C ((±)-cis-N1-Benzyl-N2-tert-butoxycarbonyl-N1-methyl-1,2-cyclohexanediamine). Yield: 58.7%. As a reaction SMILES: [CH2:1]([NH:8][C@@H:9]1[CH2:14][CH2:13][CH2:12][CH2:11][C@@H:10]1[NH:15][C:16]([O:18][C:19]([CH3:22])([CH3:21])[CH3:20])=[O:17])[C:2]1[CH:7]=[CH:6][CH:5]=[CH:4][CH:3]=1.C=O.[C:25]([BH3-])#N.[Na+].C(=O)([O-])O.[Na+]>CO>[CH2:1]([N:8]([CH3:25])[C@@H:9]1[CH2:14][CH2:13][CH2:12][CH2:11][C@@H:10]1[NH:15][C:16]([O:18][C:19]([CH3:22])([CH3:21])[CH3:20])=[O:17])[C:2]1[CH:3]=[CH:4][CH:5]=[CH:6][CH:7]=1 |f:2.3,4.5|. Procedure: (±)-cis-N1-Benzyl-N2-tert-butoxycarbonyl-1,2-cyclohexanediamine (3.24 g) was dissolved in methanol (30 ml), and to the solution an aqueous solution (35%, 0.909 ml) of formaldehyde was added, and the mixture was stirred at room temperature for 10 minutes. Sodium cyanoborohydride (666 mg) was added to this mixture, and the resultant mixture was stirred at room temperature for 6 hours. Thereafter, a saturated aqueous solution of sodium hydrogencarbonate was added, and the solvent was concentrated u... Reactants: Cl.N1C(=NC=C1)CCC1=CC=C(C(=O)OC)C=C1 (Methyl 4-[2-(imidazol-2-yl)ethyl]benzoate hydrochloride). Run in Cl (HCl). Run at time 16 hour. Product: Cl.N1C(=NC=C1)CCC1=CC=C(C(=O)O)C=C1 (4-[2-(Imidazol-2-yl)ethyl]benzoic acid hydrochloride). RXN SMILES: [ClH:1].[NH:2]1[CH:6]=[CH:5][N:4]=[C:3]1[CH2:7][CH2:8][C:9]1[CH:18]=[CH:17][C:12]([C:13]([O:15]C)=[O:14])=[CH:11][CH:10]=1>Cl>[ClH:1].[NH:2]1[CH:6]=[CH:5][N:4]=[C:3]1[CH2:7][CH2:8][C:9]1[CH:18]=[CH:17][C:12]([C:13]([OH:15])=[O:14])=[CH:11][CH:10]=1 |f:0.1,3.4|. Procedure details: Ester 23-4 (450 mg; 1.77 mmol) was dissolved in 6N HCl and stirred for 16 h. Concentration provided 23-5 as dark oil. Rf 0.28 (silica, 4:1:1 CH2Cl2 /MeOH/HOAc). Reactants: C(C1=CC=CC=C1)N1CC(C(C1)C1=CC=CC=C1)C=O (1-Benzyl-3-(SR)-formyl-4-(SR)-phenylpyrrolidine), C(C1=CC=CC=C1)C1CCNCC1 (4-benzyl-piperidine), C(C)(=O)O[BH-](OC(C)=O)OC(C)=O.[Na+] (sodium triacetoxyborohydride). Product: C(C1=CC=CC=C1)N1CC(C(C1)C1=CC=CC=C1)CN1CCC(CC1)CC1=CC=CC=C1 (1-Benzyl-3-(SR)-(4-benzylpiperidin-1-ylmethyl)-4-(SR)-phenyl-pyrrolidine). As a reaction SMILES: [CH2:1]([N:8]1[CH2:12][CH:11]([C:13]2[CH:18]=[CH:17][CH:16]=[CH:15][CH:14]=2)[CH:10]([CH:19]=O)[CH2:9]1)[C:2]1[CH:7]=[CH:6][CH:5]=[CH:4][CH:3]=1.[CH2:21]([CH:28]1[CH2:33][CH2:32][NH:31][CH2:30][CH2:29]1)[C:22]1[CH:27]=[CH:26][CH:25]=[CH:24][CH:23]=1.C(O[BH-](OC(=O)C)OC(=O)C)(=O)C.[Na+]>>[CH2:1]([N:8]1[CH2:12][CH:11]([C:13]2[CH:18]=[CH:17][CH:16]=[CH:15][CH:14]=2)[CH:10]([CH2:19][N:31]2[CH2:32][CH2:33][CH:28]([CH2:21][C:22]3[CH:27]=[CH:26][CH:25]=[CH:24][CH:23]=3)[CH2:29][CH2:30]2)[CH2:9]1)[C:2]1[CH:7]=[CH:6][CH:5]=[CH:4][CH:3]=1 |f:2.3|. Procedure: The title compound was prepared from 22 mg of 1-Benzyl-3-(SR)-formyl-4-(SR)-phenylpyrrolidine, 0.013 mL of 4-benzyl-piperidine and 24 mg of sodium triacetoxyborohydride using a procedure analogous to that described in Example 9 to provide 14 mg of the title compound. RF: 0.39 (50% EtOAc in hexanes). 1H NMR (300 MHz, CDCl3): δ1.2-1.9 (m, 8H), 2.3-3.0 (m, 11H), 3.7 (ABq, 2H), 7.1-7.4 (m, 15H). Mass Spectrum (NH3 -CI): 425.3 (M+H). Reactants: CCn1cc(C(=O)O)c(=O)c2ccc(-c3ccccn3)cc21, CCBr, O=c1[nH]c2cc(-c3ccncc3)ccc2c(=O)o1. Product: CCn1c(=O)oc(=O)c2ccc(-c3ccncc3)cc21. Reaction SMILES: [CH2:19]([CH3:20])[n:21]1[c:22]2[c:23]([cH:24][cH:25][c:26](-[c:27]3[cH:28][cH:29][cH:30][cH:31][n:32]3)[cH:33]2)[c:34](=[O:35])[c:36]([C:37]([OH:38])=[O:39])[cH:40]1.[CH2:41]([Br:42])[CH3:43].[n:1]1[cH:2][cH:3][c:4](-[c:7]2[cH:8][c:9]3[c:10]([c:11](=[O:12])[o:13][c:14](=[O:16])[nH:15]3)[cH:17][cH:18]2)[cH:5][cH:6]1>>[n:1]1[cH:2][cH:3][c:4](-[c:7]2[cH:8][c:9]3[c:10]([c:11](=[O:12])[o:13][c:14](=[O:16])[n:15]3[CH2:19][CH3:20])[cH:17][cH:18]2)[cH:5][cH:6]1. Reactants: C(CCCCCCCCCCCCCCCCC)N=C=O (stearyl isocyanate), C(CO)O (ethylene glycol). Run in N1=CC=CC=C1 (pyridine). Conditions: time 8 hour. Product: C(CCCCCCCCCCCCCCCCC)NC(=O)OCCO (2-(N-Octadecylcarbamoyloxy)ethanol). The yield is 79.7%. Reaction SMILES: [CH2:1]([N:19]=[C:20]=[O:21])[CH2:2][CH2:3][CH2:4][CH2:5][CH2:6][CH2:7][CH2:8][CH2:9][CH2:10][CH2:11][CH2:12][CH2:13][CH2:14][CH2:15][CH2:16][CH2:17][CH3:18].[CH2:22]([OH:25])[CH2:23][OH:24]>N1C=CC=CC=1>[CH2:1]([NH:19][C:20]([O:24][CH2:23][CH2:22][OH:25])=[O:21])[CH2:2][CH2:3][CH2:4][CH2:5][CH2:6][CH2:7][CH2:8][CH2:9][CH2:10][CH2:11][CH2:12][CH2:13][CH2:14][CH2:15][CH2:16][CH2:17][CH3:18]. Procedure details: In 50 ml of pyridine are dissolved 11.8 g (40 mM) of stearyl isocyanate and 12.4 g (200 mM) of ethylene glycol, and the solution is allowed to stand at room temperature overnight. The reaction mixture is concentrated to dryness under reduced pressure, and the residue is recrystallized from 100 ml of methanol to give 11.38 g (yield 79.5%) of the contemplated product. mp. 81°-82° C.